This data is from the Open Reaction Database (ORD), a public repository of structured organic reaction records. The task is: describe an organic reaction: reactants, conditions, products, and yield Starting materials: BrC1=C(C=CC=C1)OCCl (o-Bromo-α-chloroanisole), NC=1NC2=C(N1)C=CC=C2 (2-aminobenzimidazole). Solvent: S1(=O)(=O)CCCC1 (sulfolane), S1(=O)(=O)CCCC1 (sulfolane), CC(C)O (2-propanol). Run at time 6.75 day. Yields the product [Cl-].NC1=[N+](C2=C(N1COC1=C(C=CC=C1)Br)C=CC=C2)COC2=C(C=CC=C2)Br (2-Amino-1,3-bis[(2-bromophenoxy)methyl]-1H-benzimidazol-3-ium chloride). Isolated yield 42.1%. Reaction SMILES: [Br:1][C:2]1[CH:7]=[CH:6][CH:5]=[CH:4][C:3]=1[O:8][CH2:9][Cl:10].[NH2:11][C:12]1[NH:13][C:14]2[CH:20]=[CH:19][CH:18]=[CH:17][C:15]=2[N:16]=1>S1(CCCC1)(=O)=O.CC(O)C>[Cl-:10].[NH2:11][C:12]1[N:16]([CH2:9][O:8][C:3]2[CH:4]=[CH:5][CH:6]=[CH:7][C:2]=2[Br:1])[C:15]2[CH:17]=[CH:18][CH:19]=[CH:20][C:14]=2[N+:13]=1[CH2:9][O:8][C:3]1[CH:4]=[CH:5][CH:6]=[CH:7][C:2]=1[Br:1] |f:4.5|. Procedure details: o-Bromo-α-chloroanisole 15.0 g (0.0679 mol) in 20 ml of sulfolane is added to a solution of 4.50 g (0.0339 mol) of 2-aminobenzimidazole in 40 ml of sulfolane. The mixture turns into a semi-solid mass upon standing for several hours. After standing for 6.75 days at room temperature, the reaction mixture is diluted with 40 ml of 2-propanol, filtered, and the product is washed with 2-propanol. Trituration with ether gives 7.7 g (43%) of a white solid; mp 229°-230°. Recrystallization of 3.5 g of thi...